Dataset: the Open Reaction Database (ORD), a public repository of structured organic reaction records. Task: describe an organic reaction: reactants, conditions, products, and yield Starting materials: C1(=CC=CC=C1)C1=C2N(C3=CC=C(C=C13)O)CCCCC2 (7,8,9,-10-tetrahydro-11-phenyl-6H-azepino[1,2-a]-indole-2-ol), C(C)OC(C(C)(C)Br)=O (2-bromo-2-methyl-propanoic acid ethylester). Yields the product C(C)OC(C(C)(C)OC=1C=C2C(=C3N(C2=CC1)CCCCC3)C3=CC=CC=C3)=O (2-[7,8,9,10-Tetrahydro-11-phenyl-6H-azepino[1,2-a]-indole-2-yloxy]-2-methyl-propanoic acid ethylester). As a reaction SMILES: [C:1]1([C:7]2[C:15]3[C:10](=[CH:11][CH:12]=[C:13]([OH:16])[CH:14]=3)[N:9]3[CH2:17][CH2:18][CH2:19][CH2:20][CH2:21][C:8]=23)[CH:6]=[CH:5][CH:4]=[CH:3][CH:2]=1.[CH2:22]([O:24][C:25](=[O:30])[C:26](Br)([CH3:28])[CH3:27])[CH3:23]>>[CH2:22]([O:24][C:25](=[O:30])[C:26]([O:16][C:13]1[CH:14]=[C:15]2[C:10](=[CH:11][CH:12]=1)[N:9]1[CH2:17][CH2:18][CH2:19][CH2:20][CH2:21][C:8]1=[C:7]2[C:1]1[CH:2]=[CH:3][CH:4]=[CH:5][CH:6]=1)([CH3:28])[CH3:27])[CH3:23]. Procedure: In accordance with a procedure analogous to that of Example 10, the above compound was prepared from 7,8,9,-10-tetrahydro-11-phenyl-6H-azepino[1,2-a]-indole-2-ol and 2-bromo-2-methyl-propanoic acid ethylester. The reactants are C1(=CC=CC=C1)S(=O)(=O)O.OC1=C(C=O)C=CC=C1OC (2-Hydroxy-3-methoxybenzaldehyde benzenesulfonate), [N+](=O)(O)[O-] (nitric acid), ice. Run at temperature 15 celsius, time 0.5 hour. Yields the product C1(=CC=CC=C1)S(=O)(=O)O.OC1=C(C=O)C(=CC=C1OC)[N+](=O)[O-] (2-Hydroxy-3-methoxy-6-nitrobenzaldehyde benzenesulfonate). RXN SMILES: [C:1]1([S:7]([OH:10])(=[O:9])=[O:8])[CH:6]=[CH:5][CH:4]=[CH:3][CH:2]=1.[OH:11][C:12]1[C:19]([O:20][CH3:21])=[CH:18][CH:17]=[CH:16][C:13]=1[CH:14]=[O:15].[N+:22]([O-])([OH:24])=[O:23]>>[C:1]1([S:7]([OH:10])(=[O:9])=[O:8])[CH:6]=[CH:5][CH:4]=[CH:3][CH:2]=1.[OH:11][C:12]1[C:19]([O:20][CH3:21])=[CH:18][CH:17]=[C:16]([N+:22]([O-:24])=[O:23])[C:13]=1[CH:14]=[O:15] |f:0.1,3.4|. Procedure: 2-Hydroxy-3-methoxybenzaldehyde benzenesulfonate (200 g, 0.685 mole) was added to 90% nitric acid (400 mL) with the temperature maintained at 0°±2° over a period of onehalf to one hour. The reaction mixture was stirred an additional 0.5 hour and poured over ice (2.5 L) with stirring. After standing several hours, the solid was collected by filtration and washed with water (500 mL). The solid was then suspended in acetone (1.25 L) and the mixture was heated to reflux for 0.5 hour, concentrated to... The reactants are N1=CC=C(C=C1)[S-].[K+] (potassium 4-pyridinethiolate), ClC1=C(C=C(C=C1)[N+](=O)[O-])OC (2-chloro-5-nitroanisole), ice water. Run in CN(C=O)C (dimethylformamide). Run at time 30 minute. Yields the product [N+](=O)([O-])C=1C=CC(=C(C1)OC)SC1=CC=NC=C1 (5-Nitro-2-(4-pyridylthio)anisole). Yield: 89.3%. RXN SMILES: [N:1]1[CH:6]=[CH:5][C:4]([S-:7])=[CH:3][CH:2]=1.[K+].Cl[C:10]1[CH:15]=[CH:14][C:13]([N+:16]([O-:18])=[O:17])=[CH:12][C:11]=1[O:19][CH3:20]>CN(C)C=O>[N+:16]([C:13]1[CH:14]=[CH:15][C:10]([S:7][C:4]2[CH:5]=[CH:6][N:1]=[CH:2][CH:3]=2)=[C:11]([O:19][CH3:20])[CH:12]=1)([O-:18])=[O:17] |f:0.1|. Reported procedure: A solution of potassium 4-pyridinethiolate (20.00 g, 134 mmol) and 2-chloro-5-nitroanisole (20.91 g, 112 mmol) in dimethylformamide (80 mL) was stirred at room temperature for 24 hours. The reaction mixture was poured into ice water and a brown solid was collected by filtration. The solid was stirred with 3N HCl (400 mL) for 30 minutes, and the solution filtered. The filtrate was basified with ammonium hydroxide with cooling in an ice bath. Filtration of the basic solution yielded the title anis... Starting materials: ClC1=CC=NC2=CC(=C(C=C12)OC)OC (4-chloro-6,7-dimethoxyquinoline), FC1=C(C=CC(=C1)C=1C=NC(=NC1)NC1=CC=CC=C1)O (2-fluoro-4-(2-(phenylamino)pyrimidin-5-yl)phenol). The reagents and catalysts are CN(C)C=1C=CN=CC1 (DMAP). The solvent is O1CCOCC1 (dioxane), N1=CC=CC=C1 (pyridine), [OH-].[Na+] (NaOH). Conditions: temperature 180 celsius. Yields the product COC=1C=C2C(=CC=NC2=CC1OC)OC1=C(C=C(C=C1)C=1C=NC(=NC1)NC1=CC=CC=C1)F (5-(4-(6,7-dimethoxyquinolin-4-yloxy)-3-fluorophenyl)-N-phenylpyrimidin-2-amine). As a reaction SMILES: Cl[C:2]1[C:11]2[C:6](=[CH:7][C:8]([O:14][CH3:15])=[C:9]([O:12][CH3:13])[CH:10]=2)[N:5]=[CH:4][CH:3]=1.[F:16][C:17]1[CH:22]=[C:21]([C:23]2[CH:24]=[N:25][C:26]([NH:29][C:30]3[CH:35]=[CH:34][CH:33]=[CH:32][CH:31]=3)=[N:27][CH:28]=2)[CH:20]=[CH:19][C:18]=1[OH:36]>O1CCOCC1.N1C=CC=CC=1.CN(C1C=CN=CC=1)C.[OH-].[Na+]>[CH3:13][O:12][C:9]1[CH:10]=[C:11]2[C:6](=[CH:7][C:8]=1[O:14][CH3:15])[N:5]=[CH:4][CH:3]=[C:2]2[O:36][C:18]1[CH:19]=[CH:20][C:21]([C:23]2[CH:24]=[N:25][C:26]([NH:29][C:30]3[CH:35]=[CH:34][CH:33]=[CH:32][CH:31]=3)=[N:27][CH:28]=2)=[CH:22][C:17]=1[F:16] |f:5.6|. Procedure: A mixture of 4-chloro-6,7-dimethoxyquinoline (0.064 g, 0.28 mmol) and 2-fluoro-4-(2-(phenylamino)pyrimidin-5-yl)phenol (Step 3, 0.48 g, 0.17 mmol) in dioxane (1.0 mL) and pyridine (0.5 mL) was treated with a catalytic amount of DMAP (0.12 g, 0.1 mmol). The mixture was heated under microwave irradiation at 180° C. for 30 min. After cooling to RT, the mixture was diluted with NaOH (0.2 N, 6 mL), and the suspension was filtered. The resulting solid was further purified on silica with 0-5% (NH3-MeOH... Reactants: C(=O)(OC(C)(C)C)N1CCC(CC1)C=O (N-boc-4-formylpiperidine), CC(=O)O (AcOH), C(=O)(O)[O-].[Na+] (NaHCO3), CC1(CNC2=CC(=CC=C12)[N+](=O)[O-])C (3,3-Dimethyl-6-nitroindoline), NaHB(OAc)3, ( M-99 ). Run in ClC(C)Cl (dichloroethane). Run at time 8 hour. Product: [N+](=O)([O-])C1=CC=C2C(CN(C2=C1)CC1CCN(CC1)C(=O)OC(C)(C)C)(C)C (tert-butyl 4-[(6-nitro-3,3-dimethylindolinyl)methyl]piperidinecarboxylate). As a reaction SMILES: [CH3:1][C:2]1([CH3:14])[C:10]2[C:5](=[CH:6][C:7]([N+:11]([O-:13])=[O:12])=[CH:8][CH:9]=2)[NH:4][CH2:3]1.[C:15]([N:22]1[CH2:27][CH2:26][CH:25]([CH:28]=O)[CH2:24][CH2:23]1)([O:17][C:18]([CH3:21])([CH3:20])[CH3:19])=[O:16].CC(O)=O.C([O-])(O)=O.[Na+]>ClC(Cl)C>[N+:11]([C:7]1[CH:6]=[C:5]2[C:10]([C:2]([CH3:14])([CH3:1])[CH2:3][N:4]2[CH2:28][CH:25]2[CH2:26][CH2:27][N:22]([C:15]([O:17][C:18]([CH3:19])([CH3:21])[CH3:20])=[O:16])[CH2:23][CH2:24]2)=[CH:9][CH:8]=1)([O-:13])=[O:12] |f:3.4|. Procedure: 3,3-Dimethyl-6-nitroindoline (450 mg) was dissolved in 20 mL of dichloroethane, N-boc-4-formylpiperidine (750 mg) was added to the mixture, followed by 2 g NaHB(OAc)3 and 1 mL of glacial AcOH. The mixture was stirred at RT overnight. Saturated NaHCO3 solution (20 mL) was added to the reaction mixture and stirred for 1 h. The resulting mixture was separated by separation funnel, the organic layer was extracted once with saturated NaHCO3 solution and once with brine. The resulting organic layer wa... Yields the product [O-][n+]1ccc(OCc2ccc(F)cc2)cc1. As a reaction SMILES: [F:3][c:4]1[cH:5][cH:6][c:7]([CH2:8][OH:9])[cH:10][cH:11]1.[H-:2].[N+:12]([O-:13])(=[O:14])[c:15]1[cH:16][cH:17][n+:18]([O-:21])[cH:19][cH:20]1.[Na+:1].[O:22]=[CH:23][N:24]([CH3:25])[CH3:26]>>[F:3][c:4]1[cH:5][cH:6][c:7]([CH2:8][O:9][c:15]2[cH:16][cH:17][n+:18]([O-:21])[cH:19][cH:20]2)[cH:10][cH:11]1. Starting materials: OCc1ccc(F)cc1, [H-], O=[N+]([O-])c1cc[n+]([O-])cc1, [Na+], CN(C)C=O. Reactants: O (water), ClC1=C(C=CC=C1)C=1C2=C(NCCN1)SC(=C2)CC (5-o-chlorophenyl-7-ethyl-2,3-dihydro-1H-thieno[2,3-e][1,4]diazepine), N1(CCCCC1)C(=O)Cl (1-piperidinecarboxylic acid chloride). The solvent is O1CCCC1 (tetrahydrofuran), O1CCCC1 (tetrahydrofuran). Product: Cl.ClC1=C(C=CC=C1)C=1C2=C(N(CCN1)C(=O)N1CCCCC1)SC(=C2)CC (5-o-chlorophenyl-7-ethyl-1-piperidinocarbonyl-2,3-dihydro-1H-thieno[2,3-e][1,4]diazepine hydrochloride). As a reaction SMILES: [Cl:1][C:2]1[CH:7]=[CH:6][CH:5]=[CH:4][C:3]=1[C:8]1[C:9]2[CH:17]=[C:16]([CH2:18][CH3:19])[S:15][C:10]=2[NH:11][CH2:12][CH2:13][N:14]=1.[N:20]1([C:26](Cl)=[O:27])[CH2:25][CH2:24][CH2:23][CH2:22][CH2:21]1.O>O1CCCC1>[ClH:1].[Cl:1][C:2]1[CH:7]=[CH:6][CH:5]=[CH:4][C:3]=1[C:8]1[C:9]2[CH:17]=[C:16]([CH2:18][CH3:19])[S:15][C:10]=2[N:11]([C:26]([N:20]2[CH2:25][CH2:24][CH2:23][CH2:22][CH2:21]2)=[O:27])[CH2:12][CH2:13][N:14]=1 |f:4.5|. Procedure details: To a solution of 19.3 g of 5-o-chlorophenyl-7-ethyl-2,3-dihydro-1H-thieno[2,3-e][1,4]diazepine in 150 ml of tetrahydrofuran is added dropwise a solution of 10.8 g of 1-piperidinecarboxylic acid chloride in 30 ml of tetrahydrofuran with stirring. The whole solution is stirred under reflux for four and half hours. After cooling, the reaction mixture is transferred to water and extracted with ethyl acetate. After the extract is washed with water and dried over anhydrous magnesium sulfate, the solve... Starting materials: [N+](=O)([O-])C=1C=NC=2N(C1)N=C(C2)OCCO (2-(6-nitropyrazolo[1,5-a]pyrimidin-2-yloxy)ethanol), C([O-])(O)=O.[Na+] (sodium bicarbonate). Run in O (water). The product is [N+](=O)([O-])C=1C=C2C(=NC1)NN=C2OCCO (2-(5-nitro-1H-pyrazolo[3,4-b]pyridin-3-yloxy)ethanol). Yield: 9.3%. As a reaction SMILES: [N+:1]([C:4]1[CH:5]=[N:6][C:7]2[N:8]([N:10]=[C:11]([O:13][CH2:14][CH2:15][OH:16])[CH:12]=2)[CH:9]=1)([O-:3])=[O:2].C(=O)(O)[O-].[Na+]>O>[N+:1]([C:4]1[CH:9]=[C:12]2[C:11]([O:13][CH2:14][CH2:15][OH:16])=[N:10][NH:8][C:7]2=[N:6][CH:5]=1)([O-:3])=[O:2] |f:1.2|. Procedure details: Nitromalonaldehyde sodium salt monohydrate (1.46 g, 9.29 mmol) was added to crude 2-(5-amino-1H-pyrazol-3-yloxy)ethanol (3.28 g) with salts (1.33 g, 9.29 mmol theoretical) in acetic acid (10 mL). This was heated at 90° C. for 2 hours. The cooled reaction mixture was diluted with water, and the mixture was extracted twice with DCM containing 25% IPA. The organic extracts were dried over magnesium sulfate, filtered, and evaporated to yield regioisomer 2-(6-nitropyrazolo[1,5-a]pyrimidin-2-yloxy)eth... The reactants are nitro, [N+](=O)([O-])C=1C=CC(=C(C1)NC(CC(C1(COC(OC1)(C)C)C)=O)=O)OC (N-(5-Nitro-2-methoxyphenyl)-2,2,5-trimethyl-β-oxo-1,3-dioxane-5-propanamide), amine. The reagents and catalysts are [Pd] (Pd-C). The solvent is O1CCCC1 (tetrahydrofuran). Product: NC=1C=CC(=C(C1)NC(CC(C1(COC(OC1)(C)C)C)=O)=O)OC (N-(5-AMINO-2-METHOXYPHENYL)-2,2,5-TRIMETHYL-β-OXO-1,3-DIOXANE-5-PROPANAMIDE). As a reaction SMILES: [N+:1]([C:4]1[CH:5]=[CH:6][C:7]([O:25][CH3:26])=[C:8]([NH:10][C:11](=[O:24])[CH2:12][C:13](=[O:23])[C:14]2([CH3:22])[CH2:19][O:18][C:17]([CH3:21])([CH3:20])[O:16][CH2:15]2)[CH:9]=1)([O-])=O>O1CCCC1.[Pd]>[NH2:1][C:4]1[CH:5]=[CH:6][C:7]([O:25][CH3:26])=[C:8]([NH:10][C:11](=[O:24])[CH2:12][C:13](=[O:23])[C:14]2([CH3:22])[CH2:19][O:18][C:17]([CH3:20])([CH3:21])[O:16][CH2:15]2)[CH:9]=1. Procedure: N-(5-Nitro-2-methoxyphenyl)-2,2,5-trimethyl-β-oxo-1,3-dioxane-5-propanamide (22parts) are dissolved in dry tetrahydrofuran (250 parts) and placed in a Parr bottle. The nitro compound is hydrogenated at low pressure and at ambient conditions in a Parr apparatus over Pd-C catalyst (2.5 parts) for 3.5 hr. Thin layer chromatography is used to monitor reaction completion which appears to be quantitative with no other products except the desired amine. The reaction product is carried to the next synth...